From a dataset of the Open Reaction Database (ORD), a public repository of structured organic reaction records. describe an organic reaction: reactants, conditions, products, and yield Reactants: B, C=CCC1(CO[Si](CC)(CC)CC)CCCCC1, CSC, [Na+], C1CCOC1, [OH-], O, OO. Product: CC[Si](CC)(CC)OCC1(CCCO)CCCCC1. RXN SMILES: [BH3:22].[CH2:1]([CH:2]=[CH2:3])[C:4]1([CH2:10][O:11][Si:12]([CH2:13][CH3:14])([CH2:15][CH3:16])[CH2:17][CH3:18])[CH2:5][CH2:6][CH2:7][CH2:8][CH2:9]1.[CH3:19][S:20][CH3:21].[Na+:24].[O:27]1[CH2:28][CH2:29][CH2:30][CH2:31]1.[OH-:23].[OH2:32].[OH:25][OH:26]>>[CH2:1]([CH2:2][CH2:3][OH:23])[C:4]1([CH2:10][O:11][Si:12]([CH2:13][CH3:14])([CH2:15][CH3:16])[CH2:17][CH3:18])[CH2:5][CH2:6][CH2:7][CH2:8][CH2:9]1. Reactants: C1CN2CCN1CC2 (DABCO), C(=O)(Cl)Cl (phosgene), C(CCC)NC(=O)NS(=O)(=O)C1=CC=CC=2CC(OC21)(C)C (N-(butylaminocarbonyl)-2,3-dihydro-2,2-dimethyl-7-benzofuransulfonamide). The solvent is C=1(C(=CC=CC1)C)C (xylene). Product: CC1(OC2=C(C1)C=CC=C2S(=O)(=O)N=C=O)C (2,3-Dihydro-2,2-dimethyl-7-benzofuransulfonyl isocyanate). As a reaction SMILES: C(N[C:6]([NH:8][S:9]([C:12]1[C:20]2[O:19][C:18]([CH3:22])([CH3:21])[CH2:17][C:16]=2[CH:15]=[CH:14][CH:13]=1)(=[O:11])=[O:10])=[O:7])CCC.C1N2CCN(CC2)C1.C(Cl)(Cl)=O>C1(C)C(C)=CC=CC=1>[CH3:21][C:18]1([CH3:22])[CH2:17][C:16]2[CH:15]=[CH:14][CH:13]=[C:12]([S:9]([N:8]=[C:6]=[O:7])(=[O:11])=[O:10])[C:20]=2[O:19]1. Procedure: A suspension of 22 g of the N-(n-butylaminocarbonyl)-2,3-dihydro-2,2-dimethyl-7-benzofuransulfonamide prepared in Example 3, in 125 ml of xylene containing 0.3 g of DABCO was heated at 130°-135° C. while 5.3 ml of phosgene was added portionwise at a rate to maintain a reflux temperature of 130°-135° C. The mixture was refluxed for an additional 1.5 hours, cooled under nitrogen, and concentrated to dryness in vacuo. A sample of the crude oily product displayed a characteristic sulfonyl isocyanate... The reactants are C1(=C(C=CC=C1)C(=O)N1CC2CNCC2C1)C1=CC=CC=C1 (Biphenyl-2-yl-(hexahydro-pyrrolo[3,4-c]pyrrol-2-yl)-methanone), ClC1=NC(=CC=C1)C (2-chloro-6-methyl-pyridine). The product is C1(=C(C=CC=C1)C(=O)N1CC2CN(CC2C1)C1=NC(=CC=C1)C)C1=CC=CC=C1 (2-(Biphenyl-2-ylcarbonyl)-5-(6-methylpyridin-2-yl)octahydropyrrolo[3,4-c]pyrrole). As a reaction SMILES: [C:1]1([C:17]2[CH:22]=[CH:21][CH:20]=[CH:19][CH:18]=2)[CH:6]=[CH:5][CH:4]=[CH:3][C:2]=1[C:7]([N:9]1[CH2:16][CH:15]2[CH:11]([CH2:12][NH:13][CH2:14]2)[CH2:10]1)=[O:8].Cl[C:24]1[CH:29]=[CH:28][CH:27]=[C:26]([CH3:30])[N:25]=1>>[C:1]1([C:17]2[CH:22]=[CH:21][CH:20]=[CH:19][CH:18]=2)[CH:6]=[CH:5][CH:4]=[CH:3][C:2]=1[C:7]([N:9]1[CH2:10][CH:11]2[CH:15]([CH2:14][N:13]([C:24]3[CH:29]=[CH:28][CH:27]=[C:26]([CH3:30])[N:25]=3)[CH2:12]2)[CH2:16]1)=[O:8]. Reported procedure: The title compound was prepared in a manner analogous to Example 15 utilizing Intermediate 17 and 2-chloro-6-methyl-pyridine. MS (ESI) mass calcd. for C25H25N43O, 383.5; m/z found, 384.3 [M+H]+. Reactants: ClC=1N=C(C2=C(N1)C=C(S2)C=O)N2CCOCC2 (2-Chloro-4-morpholin-4-yl-thieno[3,2-d]pyrimidine-6-carbaldehyde), C(=O)(OC(C)(C)C)N1CCNCC1 (1-BOC-piperazine), COC(OC)OC (trimethylorthoformate), C(C)(=O)O[BH-](OC(C)=O)OC(C)=O.[Na+] (sodium triacetoxyborohydride). Run in ClCCCl (1,2-dichloroethane). Run at time 24 hour. Yields the product C(C)(C)(C)OC(=O)N1CCN(CC1)CC1=CC=2N=C(N=C(C2S1)N1CCOCC1)Cl (4-(2-chloro-4-morpholin-4-yl-thieno[3,2-d]pyrimidin-6-ylmethyl)-piperazine-1-carboxylic acid tert-butyl ester). The yield is 60.7%. RXN SMILES: [Cl:1][C:2]1[N:3]=[C:4]([N:13]2[CH2:18][CH2:17][O:16][CH2:15][CH2:14]2)[C:5]2[S:10][C:9]([CH:11]=O)=[CH:8][C:6]=2[N:7]=1.[C:19]([N:26]1[CH2:31][CH2:30][NH:29][CH2:28][CH2:27]1)([O:21][C:22]([CH3:25])([CH3:24])[CH3:23])=[O:20].COC(OC)OC.C(O[BH-](OC(=O)C)OC(=O)C)(=O)C.[Na+]>ClCCCl>[C:22]([O:21][C:19]([N:26]1[CH2:31][CH2:30][N:29]([CH2:11][C:9]2[S:10][C:5]3[C:4]([N:13]4[CH2:18][CH2:17][O:16][CH2:15][CH2:14]4)=[N:3][C:2]([Cl:1])=[N:7][C:6]=3[CH:8]=2)[CH2:28][CH2:27]1)=[O:20])([CH3:25])([CH3:23])[CH3:24] |f:3.4|. Procedure details: A mixture of 2-chloro-4-morpholin-4-yl-thieno[3,2-d]pyrimidine-6-carbaldehyde 10 (3.5 g), 1-BOC-piperazine (2.76 g) and trimethylorthoformate (4.05 mL) was stirred in 1,2-dichloroethane (300 mL) for 1 hr at room temperature. To this was added sodium triacetoxyborohydride (3.92 g) and the reaction mixture was stirred for 24 hours at room temperature. The mixture was then quenched with brine, extracted with dichloromethane, dried (MgSO4) and the solvent removed in vacuo. The residue was purified u... Reactants: ClCCOC1=C(C=CC=C1)C1(CC1)NC=1C(N(C=CN1)C=1C=C(C(=O)NC2CC2)C=CC1C)=O (3-(3-(1-(2-(2-Chloroethoxy)phenyl)cyclopropylamino)-2-oxopyrazin-1(2H)-yl)-N-cyclopropyl-4-methylbenzamide), NC[C@H](C)O ((S)-(+)-1-amino-2-propanol). Solvent: O1CCOCC1 (dioxane). Yields the product C1(CC1)NC(C1=CC(=C(C=C1)C)N1C(C(=NC=C1)NC1(CC1)C1=C(C=CC=C1)OCCNC[C@H](C)O)=O)=O (N-Cyclopropyl-3-[3-[[1-[2-[2-[[(2S)-2-hydroxypropyl]amino]ethoxy]phenyl]cyclopropyl]amino]-2-oxo-1(2H)-pyrazinyl]-4-methyl-benzamide). As a reaction SMILES: Cl[CH2:2][CH2:3][O:4][C:5]1[CH:10]=[CH:9][CH:8]=[CH:7][C:6]=1[C:11]1([NH:14][C:15]2[C:16](=[O:34])[N:17]([C:21]3[CH:22]=[C:23]([CH:30]=[CH:31][C:32]=3[CH3:33])[C:24]([NH:26][CH:27]3[CH2:29][CH2:28]3)=[O:25])[CH:18]=[CH:19][N:20]=2)[CH2:13][CH2:12]1.[NH2:35][CH2:36][C@@H:37]([OH:39])[CH3:38]>O1CCOCC1>[CH:27]1([NH:26][C:24](=[O:25])[C:23]2[CH:30]=[CH:31][C:32]([CH3:33])=[C:21]([N:17]3[CH:18]=[CH:19][N:20]=[C:15]([NH:14][C:11]4([C:6]5[CH:7]=[CH:8][CH:9]=[CH:10][C:5]=5[O:4][CH2:3][CH2:2][NH:35][CH2:36][C@@H:37]([OH:39])[CH3:38])[CH2:13][CH2:12]4)[C:16]3=[O:34])[CH:22]=2)[CH2:29][CH2:28]1. Procedure: 3-(3-(1-(2-(2-Chloroethoxy)phenyl)cyclopropylamino)-2-oxopyrazin-1(2H)-yl)-N-cyclopropyl-4-methylbenzamide (Example 167e, 100 mg) and (S)-(+)-1-amino-2-propanol (0.247 mL) were stirred together in dioxane (3 mL) in a sealed tube at 100° C. for 24 h. Purification of the cooled solution by preparative HPLC (Xbridge column—acetonitrile/0.2% ammonia mobile phase) afforded the title compound (60 mg). Procedure: A solution of 1-[2-chloro6-[(2,2-diphenylethyl)amino]-9H-purin-9-yl]-1-deoxy-N-ethyl-β-D-ribofuranuronamide (0.382 g, 0.73 mmol) in dimethylsulphoxide (2.5 ml) was heated at 125° for 18h with ethylenediamine (1.15 g, 19.2 mmol) under nitrogen. The cooled mixture was partitioned between ethyl acetate (50 ml) and water (50 ml) and the aqueous phase was separated, extracted with ethyl acetate (20 ml) and the extract was combined with the organic phase from the partitioning. The organic solution was... The product is NN=CNCCNC1=NC(=C2N=CN(C2=N1)[C@H]1[C@H](O)[C@H](O)[C@H](O1)C(=O)NCC)NCC(C1=CC=CC=C1)C1=CC=CC=C1 (1-Deoxy-1-[2-[[2-[(aminoiminomethyl)amino]ethyl]amino]-6-[(2,2-diphenylethyl)amino]-9H-purin-9-yl]-N-ethyl-β-D-ribofuranuronamide). The solvent is CO (methanol), CS(=O)C (dimethylsulphoxide). Yield: 57.9%. Starting materials: ClC1=NC(=C2N=CN(C2=N1)[C@H]1[C@H](O)[C@H](O)[C@H](O1)C(=O)NCC)NCC(C1=CC=CC=C1)C1=CC=CC=C1 (1-[2-chloro6-[(2,2-diphenylethyl)amino]-9H-purin-9-yl]-1-deoxy-N-ethyl-β-D-ribofuranuronamide), 18h, C(CN)N (ethylenediamine), Cl.N1(N=CC=C1)C(=N)N (pyrazole-1-carboxamidine hydrochloride), Cl.N1(N=CC=C1)C(=N)N (pyrazole-1-carboxamidine hydrochloride), N1C=NC=C1 (imidazole). As a reaction SMILES: Cl[C:2]1[N:10]=[C:9]2[C:5]([N:6]=[CH:7][N:8]2[C@@H:11]2[O:17][C@H:16]([C:18]([NH:20][CH2:21][CH3:22])=[O:19])[C@@H:14]([OH:15])[C@H:12]2[OH:13])=[C:4]([NH:23][CH2:24][CH:25]([C:32]2[CH:37]=[CH:36][CH:35]=[CH:34][CH:33]=2)[C:26]2[CH:31]=[CH:30][CH:29]=[CH:28][CH:27]=2)[N:3]=1.[CH2:38]([NH2:41])[CH2:39][NH2:40].Cl.[N:43]1(C(N)=N)[CH:47]=CC=[N:44]1.N1C=CN=C1>CS(C)=O.CO>[NH2:44][N:43]=[CH:47][NH:40][CH2:39][CH2:38][NH:41][C:2]1[N:10]=[C:9]2[C:5]([N:6]=[CH:7][N:8]2[C@@H:11]2[O:17][C@H:16]([C:18]([NH:20][CH2:21][CH3:22])=[O:19])[C@@H:14]([OH:15])[C@H:12]2[OH:13])=[C:4]([NH:23][CH2:24][CH:25]([C:32]2[CH:37]=[CH:36][CH:35]=[CH:34][CH:33]=2)[C:26]2[CH:31]=[CH:30][CH:29]=[CH:28][CH:27]=2)[N:3]=1 |f:2.3|. Starting materials: ClC1=CC=NC2=C(C=C(C(=C12)C)[N+](=O)[O-])C (4-chloro-5,8-dimethyl-6-nitroquinoline), C[O-].[Na+] (sodium methoxide). The solvent is CO (methanol), O (water), CO (methanol). Run at time 21 hour. The product is CC1=C2C(=CC=NC2=C(C=C1[N+](=O)[O-])C)OC (5,8-dimethyl-4-methoxy-6-nitroquinoline). RXN SMILES: Cl[C:2]1[C:11]2[C:6](=[C:7]([CH3:16])[CH:8]=[C:9]([N+:13]([O-:15])=[O:14])[C:10]=2[CH3:12])[N:5]=[CH:4][CH:3]=1.[CH3:17][O-:18].[Na+]>O.CO>[CH3:12][C:10]1[C:9]([N+:13]([O-:15])=[O:14])=[CH:8][C:7]([CH3:16])=[C:6]2[C:11]=1[C:2]([O:18][CH3:17])=[CH:3][CH:4]=[N:5]2 |f:1.2|. Procedure details: In a flask is placed 4-chloro-5,8-dimethyl-6-nitroquinoline (1.52 g, 5.4 mmol) with sodium methoxide (2.27 g, 4.2 mmol) and methanol (25 mL). The mixture is refluxed under argon with stirring for 21 hours, diluted with water (100 mL) and methanol (50 mL) and extracted with dichloromethane (2×200 mL). The organic layer is dried over potassium carbonate, filtered and evaporated. The product is purified by flash chromatography (7/3 hexanes/ethyl acetate), yielding 5,8-dimethyl-4-methoxy-6-nitroquin... Reactants: C(#N)C1=C(C=NN1C1=CC(=C(C=C1)C)C)C(=O)OCC (ethyl 5-cyano-1-(3,4-dimethylphenyl)-4-pyrazolecarboxylate), C(C)O (ethanol), [OH-].[K+] (potassium hydroxide). The solvent is O (water), O (water). Product: C(=O)(O)C=1C=NN(C1C(=O)N)C1=CC(=C(C=C1)C)C (4-Carboxy-1-(3,4-dimethylphenyl)-5-pyrazolecarboxamide). RXN SMILES: [C:1]([C:3]1[N:7]([C:8]2[CH:13]=[CH:12][C:11]([CH3:14])=[C:10]([CH3:15])[CH:9]=2)[N:6]=[CH:5][C:4]=1[C:16]([O:18]CC)=[O:17])#[N:2].C([OH:23])C.[OH-].[K+]>O>[C:16]([C:4]1[CH:5]=[N:6][N:7]([C:8]2[CH:13]=[CH:12][C:11]([CH3:14])=[C:10]([CH3:15])[CH:9]=2)[C:3]=1[C:1]([NH2:2])=[O:23])([OH:18])=[O:17] |f:2.3|. Reported procedure: A 2.5 g. portion of ethyl 5-cyano-1-(3,4-dimethylphenyl)-4-pyrazolecarboxylate was hydrolysed in 50 ml. of ethanol and 12 ml. of water with 1.3 g. of potassium hydroxide under reflux for 21/4 hours. The mixture was then cooled and poured into 300 ml. of water. The aqueous mixture was filtered, made acid with concentrated hydrochloric acid, and filtered. The solids were dried and recrystallized from ethanol/water to obtain 1.62 g. of the desired product, m.p. 231°-232.5°. Its elemental analysis w... The reactants are FC(C(=O)O)(F)F (trifluoroacetic acid), C(C)(C)(C)OC(=O)N1C(OC[C@@H]1C[C@H](CC)OC1=CC(=CC=C1)OCC1=CC=CC=C1)(C)C ((S)-4-[(S)-2-(3-benzyloxy-phenoxy)-butyl]-2,2-dimethyl-oxazolidine-3-carboxylic acid tert-butyl ester). The solvent is O (water), C(C)#N (acetonitrile), [OH-].[Na+] (sodium hydroxide). Reaction conditions: temperature 80 celsius. Product: N[C@H](CO)C[C@H](CC)OC1=CC(=CC=C1)OCC1=CC=CC=C1 ((2S,4S)-2-amino-4-(3-benzyloxy-phenoxy)-hexan-1-ol). The yield is 100.6%. As a reaction SMILES: FC(F)(F)C(O)=O.C(OC([N:15]1[C@@H:19]([CH2:20][C@@H:21]([O:24][C:25]2[CH:30]=[CH:29][CH:28]=[C:27]([O:31][CH2:32][C:33]3[CH:38]=[CH:37][CH:36]=[CH:35][CH:34]=3)[CH:26]=2)[CH2:22][CH3:23])[CH2:18][O:17]C1(C)C)=O)(C)(C)C>O.C(#N)C.[OH-].[Na+]>[NH2:15][C@@H:19]([CH2:20][C@@H:21]([O:24][C:25]1[CH:30]=[CH:29][CH:28]=[C:27]([O:31][CH2:32][C:33]2[CH:38]=[CH:37][CH:36]=[CH:35][CH:34]=2)[CH:26]=1)[CH2:22][CH3:23])[CH2:18][OH:17] |f:4.5|. Procedure details: To a solution of trifluoroacetic acid (0.07 ml) in water (6 ml) was added dropwise a solution of (S)-4-[(S)-2-(3-benzyloxy-phenoxy)-butyl]-2,2-dimethyl-oxazolidine-3-carboxylic acid tert-butyl ester (135 mg) in acetonitrile (1 ml). The mixture was heated for 4 h at 80° C. with mechanical shaking. The mixture was then cooled to room temperature and diluted with 1 N aqueous sodium hydroxide solution. The mixture was extracted twice with ethyl acetate and the combined organic phases were dried over... The reactants are O1C(C1)COC=1C=C(C=O)C=CC1 (3-(oxiran-2-ylmethoxy)benzaldehyde), C1(CCCC1)N (cyclopentanamine), [BH4-].[Na+] (sodium borohydride). Run in CO (MeOH). Conditions: time 4 hour. Yields the product O1C(C1)COC=1C=C(CNC2CCCC2)C=CC1 (N-(3-(oxiran-2-ylmethoxy)benzyl)cyclopentanamine). The yield is 79.0%. As a reaction SMILES: [O:1]1[CH2:3][CH:2]1[CH2:4][O:5][C:6]1[CH:7]=[C:8]([CH:11]=[CH:12][CH:13]=1)[CH:9]=O.[CH:14]1([NH2:19])[CH2:18][CH2:17][CH2:16][CH2:15]1.[BH4-].[Na+]>CO>[O:1]1[CH2:3][CH:2]1[CH2:4][O:5][C:6]1[CH:7]=[C:8]([CH:11]=[CH:12][CH:13]=1)[CH2:9][NH:19][CH:14]1[CH2:18][CH2:17][CH2:16][CH2:15]1 |f:2.3|. Reported procedure: To a solution of 3-(oxiran-2-ylmethoxy)benzaldehyde (1.0 g, 5.61 mmol) in MeOH (15 mL) was added cyclopentanamine (502 mg, 5.89 mmol) at room temperature. After 4 h, sodium borohydride (318 mg, 8.42 mmol) was added in portions and the mixture was stirred for another 1 h. The reaction mixture was quenched by adding aqueous 1 N HCl until the pH was adjusted to 4-5. The resulting solution was diluted with ethyl acetate, washed with water, dried over sodium sulfate, filtered and concentrated. The cr...